From a dataset of the Open Reaction Database (ORD), a public repository of structured organic reaction records. describe an organic reaction: reactants, conditions, products, and yield The reactants are ClC=1C=C(C=O)C=CC1 (3-chlorobenzaldehyde), C(C)OC(CC(=O)C(=O)OCC)=O (oxalacetic acid diethyl ester), C(C)OC(C(CC(=O)OCC)=N)=O (iminosuccinic acid diethyl ester). Solvent: C(C)O (ethanol). Yields the product C(C)OC(=O)C=1NC(=C(C(C1C(=O)OCC)C1=CC(=CC=C1)Cl)C(=O)OCC)C(=O)OCC (4-(3'-Chlorophenyl)-1,4-dihydropyridine-2,3,5,6-tetracarboxylic acid tetraethyl ester). As a reaction SMILES: [Cl:1][C:2]1[CH:3]=[C:4]([CH:7]=[CH:8][CH:9]=1)[CH:5]=O.[CH2:10]([O:12][C:13](=[O:22])[CH2:14][C:15]([C:17]([O:19][CH2:20][CH3:21])=[O:18])=O)[CH3:11].[CH2:23]([O:25][C:26](=[O:35])[C:27](=[NH:34])[CH2:28][C:29]([O:31][CH2:32][CH3:33])=[O:30])[CH3:24]>C(O)C>[CH2:20]([O:19][C:17]([C:15]1[NH:34][C:27]([C:26]([O:25][CH2:23][CH3:24])=[O:35])=[C:28]([C:29]([O:31][CH2:32][CH3:33])=[O:30])[CH:5]([C:4]2[CH:7]=[CH:8][CH:9]=[C:2]([Cl:1])[CH:3]=2)[C:14]=1[C:13]([O:12][CH2:10][CH3:11])=[O:22])=[O:18])[CH3:21]. Procedure details: 14.1 g of 3-chlorobenzaldehyde, 19 g of oxalacetic acid diethyl ester and 18.8 g of iminosuccinic acid diethyl ester in 60 ccs of ethanol are heated to the boil overnight and subsequently evaporated in vacuo. Yellow oil. Run in Cl (hydrochloric acid). Yields the product FC1=CC2=C(N(C(=N2)[C@H](C)N)C=2C=NC=C(C2)F)C=C1F ((S)-1-(5,6-difluoro-1-(5-fluoropyridin-3-yl)-1H-benzo[d]imidazol-2-yl)ethanamine). Reaction conditions: time 4 hour. Procedure: A mixture of (S)-tert-butyl 1-(5,6-difluoro-1-(5-fluoropyridin-3-yl)-1H-benzo[d]-imidazol-2-yl)ethylcarbamate (0.460 g, 1.17 mmol) in hydrochloric acid, 4 M solution in 1,4-dioxane (5.86 mL, 23.45 mmol) was stirred at rt. After 4 h, the mixture was partitioned between DCM (50 mL) and water (50 mL). The aqueous layer was washed with DCM (1×50 mL) to remove an organic impurity. The aqueous layer was treated with satd. aq. sodium bicarbonate solution (50 mL) and extracted with DCM (1×50 mL). The or... Reactants: FC1=CC2=C(N(C(=N2)[C@H](C)NC(OC(C)(C)C)=O)C=2C=NC=C(C2)F)C=C1F ((S)-tert-butyl 1-(5,6-difluoro-1-(5-fluoropyridin-3-yl)-1H-benzo[d]-imidazol-2-yl)ethylcarbamate), solution, O1CCOCC1 (1,4-dioxane). Reaction SMILES: [F:1][C:2]1[C:27]([F:28])=[CH:26][C:5]2[N:6]([C:19]3[CH:20]=[N:21][CH:22]=[C:23]([F:25])[CH:24]=3)[C:7]([C@@H:9]([NH:11]C(=O)OC(C)(C)C)[CH3:10])=[N:8][C:4]=2[CH:3]=1.O1CCOCC1>Cl>[F:1][C:2]1[C:27]([F:28])=[CH:26][C:5]2[N:6]([C:19]3[CH:20]=[N:21][CH:22]=[C:23]([F:25])[CH:24]=3)[C:7]([C@@H:9]([NH2:11])[CH3:10])=[N:8][C:4]=2[CH:3]=1. The reactants are COC(C1=C(C=C(C=C1)C(=O)O)[N+](=O)[O-])=O (Methyl-2-nitro-4-carboxy-benzoate), C1(=CC=CC=C1)C (toluene), C(C(=O)Cl)(=O)Cl (oxalylchloride). Reagents/catalysts: CN(C)C=O (DMF). Run in C(C)(=O)OCC (ethyl acetate). Reaction conditions: time 16 hour. The product is COC(C1=C(C=C(C=C1)C(=O)OC(C)(C)C)[N+](=O)[O-])=O (2-Nitro-4-t-butoxycarbonyl-benzoic Acid Methyl Ester). Yield: 83.0%. Reaction SMILES: [CH3:1][O:2][C:3](=[O:16])[C:4]1[CH:9]=[CH:8][C:7]([C:10]([OH:12])=[O:11])=[CH:6][C:5]=1[N+:13]([O-:15])=[O:14].C(Cl)(=O)C(Cl)=O.[C:23]1([CH3:29])[CH:28]=CC=C[CH:24]=1>CN(C=O)C.C(OCC)(=O)C>[CH3:1][O:2][C:3](=[O:16])[C:4]1[CH:9]=[CH:8][C:7]([C:10]([O:12][C:23]([CH3:29])([CH3:28])[CH3:24])=[O:11])=[CH:6][C:5]=1[N+:13]([O-:15])=[O:14]. Procedure: To a stirred suspension of the above acid ((6), 7.0 g, 31 mMol) in toluene (25 mL) was added oxalylchloride (5 mL) followed by one drop of dry DMF. After stirring for 16 h (the solution became clear after ~30 minutes) the reaction was evaporated to dryness and re-evaporated from fresh toluene (2×100 mL). To the resulting acid chloride in CHCl3 (10 mL) with stirring at 0° C. was added t-BuOH (1 mL) followed by pyridine (0.6 mL). The reaction was allowed to warm to room temperature and stirred for... The reactants are solution, C[Li] (methyl lithium), C1(=CC=C(C=C1)S(=O)(=O)NN=C1[C@]2(C)[C@@H](CC1)[C@@H]1CC[C@H]3C[C@@H]([C@H](C[C@]3(C)[C@H]1[C@@H](C2)N(C)C)OCC)O)C (11α-N,N-dimethylamino-2β-ethoxy-3α-hydroxy-5α-androstan-17-one 17-p-toluenesulphonylhydrazone). Run in CCOCC (ether), O1CCCC1 (tetrahydrofuran). Run at time 3 day. Yields the product CN(C)[C@H]1[C@@H]2[C@]3(C[C@@H]([C@H](C[C@@H]3CC[C@H]2[C@@H]2CC=C[C@@]2(C)C1)O)OCC)C (11α-N,N-Dimethylamino-2β-ethoxy-5α-androst-16-en-3α-ol). Reaction SMILES: C[Li].C1(C)C=CC(S(NN=[C:14]2[CH2:19][CH2:18][C@H:17]3[C@H:20]4[C@H:30]([C@H:31]([N:33]([CH3:35])[CH3:34])[CH2:32][C@:15]23[CH3:16])[C@:28]2([CH3:29])[C@H:23]([CH2:24][C@H:25]([OH:39])[C@@H:26]([O:36][CH2:37][CH3:38])[CH2:27]2)[CH2:22][CH2:21]4)(=O)=O)=CC=1>CCOCC.O1CCCC1>[CH3:34][N:33]([C@@H:31]1[CH2:32][C@@:15]2([CH3:16])[C@@H:17]([CH2:18][CH:19]=[CH:14]2)[C@H:20]2[C@H:30]1[C@:28]1([CH3:29])[C@@H:23]([CH2:22][CH2:21]2)[CH2:24][C@H:25]([OH:39])[C@@H:26]([O:36][CH2:37][CH3:38])[CH2:27]1)[CH3:35]. Reported procedure: A 1.5 M solution of methyl lithium in ether (20 ml) was added to a cooled solution of 11α-N,N-dimethylamino-2β-ethoxy-3α-hydroxy-5α-androstan-17-one 17-p-toluenesulphonylhydrazone (1.2 g) in dry tetrahydrofuran (100 ml). The mixture was kept at room temperature for three days and then most of the solvent was evaporated in vacuo. The residue was acidified with 2 N-hydrochloric acid, washed with ether, and the aqueous layer was then basified with 2 N-sodium hydroxide and extracted into ether. The ...